From a dataset of the Open Reaction Database (ORD), a public repository of structured organic reaction records. describe an organic reaction: reactants, conditions, products, and yield Starting materials: Cl.C1(=CC=CC=C1)C1(CCC([C@H]2CNC[C@@H]12)=O)C1=CC=CC=C1 ((3aR,7aR)-7,7-diphenyl-4-perhydroisoindolone hydrochloride), C([O-])([O-])=O.[K+].[K+] (potassium carbonate), C(C)[O+](CC)CC (Triethyloxonium), COC1=C(C=CC=C1)CC(=O)N (2-(2-methoxyphenyl)acetamide). The solvent is ClCCl (dichloromethane), C(C)N(CC)CC (triethylamine), ClCCl (dichloromethane). Run at time 20 hour. The product is N=C(CC1=C(C=CC=C1)OC)N1C[C@H]2C(CCC([C@H]2C1)=O)(C1=CC=CC=C1)C1=CC=CC=C1 ((3aR,7aR)-2-[1-imino-2-(2-methoxyphenyl)ethyl]-7,7-diphenyl-4-perhydroisoindolone). The yield is 29.0%. As a reaction SMILES: C([O+](CC)CC)C.[CH3:8][O:9][C:10]1[CH:15]=[CH:14][CH:13]=[CH:12][C:11]=1[CH2:16][C:17]([NH2:19])=O.Cl.[C:21]1([C:27]2([C:37]3[CH:42]=[CH:41][CH:40]=[CH:39][CH:38]=3)[C@H:35]3[C@H:31]([CH2:32][NH:33][CH2:34]3)[C:30](=[O:36])[CH2:29][CH2:28]2)[CH:26]=[CH:25][CH:24]=[CH:23][CH:22]=1.C(=O)([O-])[O-].[K+].[K+]>ClCCl.C(N(CC)CC)C>[NH:19]=[C:17]([N:33]1[CH2:32][C@H:31]2[C@H:35]([C:27]([C:21]3[CH:22]=[CH:23][CH:24]=[CH:25][CH:26]=3)([C:37]3[CH:42]=[CH:41][CH:40]=[CH:39][CH:38]=3)[CH2:28][CH2:29][C:30]2=[O:36])[CH2:34]1)[CH2:16][C:11]1[CH:12]=[CH:13][CH:14]=[CH:15][C:10]=1[O:9][CH3:8] |f:2.3,4.5.6|. Procedure: Triethyloxonium tetrafluoborate (8.4 g) is added to a stirred suspension of 2-(2-methoxyphenyl)acetamide (6.6 g) in anhydrous dichloromethane (20 cc). Stirring of the reaction mixture is continued for 20 hours at ambient temperature. The mixture is cooled to +5° C. and a solution of (3aR,7aR)-7,7-diphenyl-4-perhydroisoindolone hydrochloride (9.8 g) and triethylamine (10.4 cc) in dichloromethane (60 cc) is then added. After the temperature has returned to ambient temperature, the reaction mixture... The reactants are C(C)OC(=O)C1(CC=2NC=CC2O1)Br (2-Bromo-4H-furo[3,2-b]pyrrole-carboxylic acid ethyl ester), C(C)O (ethanol), [OH-].[Na+] (NaOH), 5h. Product: BrC1=CC=2NC(=CC2O1)C(=O)O (2-Bromo-4H-furo[3,2-b]pyrrole-5-carboxylic Acid). RXN SMILES: C(OC([C:6]1([Br:14])[O:13][C:12]2[CH:11]=[CH:10][NH:9][C:8]=2[CH2:7]1)=O)C.[OH-:15].[Na+].[CH2:17]([OH:19])C>>[Br:14][C:6]1[O:13][C:12]2[CH:11]=[C:10]([C:17]([OH:19])=[O:15])[NH:9][C:8]=2[CH:7]=1 |f:1.2|. Procedure: 2-Bromo-4H-furo[3,2-b]pyrrole-carboxylic acid ethyl ester (Krutosikova, A.; Kovac, J.; Dandarova, M.; Lesko, J.; Ferik, S., Collect Czech. Chem. Commun., 46: 2564-2573 (1981)) was hydrolyzed according to Procedure E (4 equiv 2 N NaOH, ethanol; reflux 5h, room temperature overnight; after concentration to remove ethanol, residue partitioned between ethyl acetate and 2 N HCl; combined organic phases dried over Na2SO4; no purification). 1H NMR (DMSO-d6) δ 12.47 (br s, 1H), 11.67 (s, 1H), 6.76 (d, J... Starting materials: C(C)(C)OC(=O)C1=C(NC(=C(C1C1=CC(=CC=C1)C#C)C(=O)OC(C)C)C)C (3,5-diisopropoxycarbonyl-1,4-dihydro-2,6-dimethyl-4-(3-ethynylphenyl)pyridine), C(C)OC(=O)C1=C(NC(=C(C1C1=CC(=CC=C1)C#C)C(=O)OCC)C)C (3,5-diethoxycarbonyl-1,4-dihydro-2,6-dimethyl-4-(3-ethynylphenyl)pyridine). The product is C(=O)(O)C1=C(NC(=C(C1C1=CC(=CC=C1)C#C)C(=O)OC(C)C)C)C (3-Carboxy-5-isopropoxycarbonyl-1,4-dihydro-2,6-dimethyl-4-(3-ethynylphenyl)pyridine). Isolated yield 20.6%. Reaction SMILES: C([O:4][C:5]([C:7]1[CH:12]([C:13]2[CH:18]=[CH:17][CH:16]=[C:15]([C:19]#[CH:20])[CH:14]=2)[C:11]([C:21]([O:23][CH:24]([CH3:26])[CH3:25])=[O:22])=[C:10]([CH3:27])[NH:9][C:8]=1[CH3:28])=[O:6])(C)C.C(OC(C1C(C2C=CC=C(C#C)C=2)C(C(OCC)=O)=C(C)NC=1C)=O)C>>[C:5]([C:7]1[CH:12]([C:13]2[CH:18]=[CH:17][CH:16]=[C:15]([C:19]#[CH:20])[CH:14]=2)[C:11]([C:21]([O:23][CH:24]([CH3:25])[CH3:26])=[O:22])=[C:10]([CH3:27])[NH:9][C:8]=1[CH3:28])([OH:6])=[O:4]. Procedure details: The procedure of reaction, treatment and purification of Example 5 were repeated except that 7.6 g (0.02 mol) of 3,5-diisopropoxycarbonyl-1,4-dihydro-2,6-dimethyl-4-(3-ethynylphenyl)pyridine obtained in Example was employed instead of 3,5-diethoxycarbonyl-1,4-dihydro-2,6-dimethyl-4-(3-ethynylphenyl)pyridine employed in Example 5 to give 1.4 g of the desired compound (yield: 20%). Reactants: acid chloride, NC(CO)(C)C (2-amino-2-methyl-1-propanol), C(C)(C)N(CC)C(C)C (diisopropylethylamine), C(C(C)C)OC1=NC=C(C(=O)O)C=C1C=1NC(C=2C(N1)=C(N(N2)C)CCC)=O (6-Isobutoxy-5-(2-methyl-7-oxo-3-propyl-6,7-dihydro-2H-pyrazolo[4,3-d]-pyrimidin-5-yl)nicotinic Acid), C(C(=O)Cl)(=O)Cl (oxalyl chloride), S(=O)(Cl)Cl (thionyl chloride). Reagents/catalysts: CN(C=O)C (N,N-dimethylformamide). The solvent is ClCCl (dichloromethane), ClCCl (dichloromethane), ClCCl (dichloromethane), ClCCl (dichloromethane). Conditions: time 2 hour. Product: CC1(N=C(OC1)C=1C=C(C(=NC1)OCC(C)C)C=1NC(C=2C(N1)=C(N(N2)C)CCC)=O)C (5-[5-(4,4-Dimethyl-4,5-dihydro-1,3-oxazol-2-yl)-2-isobutoxy-3-pyridinyl]-2-methyl-3-propyl-2,6-dihydro-7H-pyrazolo[4,3-d]pyrimidin-7-one). RXN SMILES: [CH2:1]([O:5][C:6]1[C:14]([C:15]2[NH:16][C:17](=[O:28])[C:18]3[C:19](=[C:21]([CH2:25][CH2:26][CH3:27])[N:22]([CH3:24])[N:23]=3)[N:20]=2)=[CH:13][C:9]([C:10](O)=[O:11])=[CH:8][N:7]=1)[CH:2]([CH3:4])[CH3:3].C(Cl)(=O)C(Cl)=O.[NH2:35][C:36]([CH3:40])([CH3:39])[CH2:37]O.C(N(C(C)C)CC)(C)C.S(Cl)(Cl)=O>ClCCl.CN(C)C=O>[CH3:37][C:36]1([CH3:40])[CH2:39][O:11][C:10]([C:9]2[CH:13]=[C:14]([C:15]3[NH:16][C:17](=[O:28])[C:18]4[C:19](=[C:21]([CH2:25][CH2:26][CH3:27])[N:22]([CH3:24])[N:23]=4)[N:20]=3)[C:6]([O:5][CH2:1][CH:2]([CH3:3])[CH3:4])=[N:7][CH:8]=2)=[N:35]1. Procedure details: 6-Isobutoxy-5-(2-methyl-7-oxo-3-propyl-6,7-dihydro-2H-pyrazolo[4,3-d]pyrimidin-5-yl)nicotinic acid (Example 24) (200 mg, 0.52 mmol) was dissolved in dichloromethane and oxalyl chloride (0.18 mL, 2.8 mmol) was added followed by 1 drop of N,N-dimethylformamide. The mixture was stirred for 2 h and the solvent was then removed in vacuo, azeotroping with further dichloromethane. A dichloromethane solution of the acid chloride was then added to a solution of 2-amino-2-methyl-1-propanol (0.05 mL, 0.52 ...